From a dataset of the Open Reaction Database (ORD), a public repository of structured organic reaction records. describe an organic reaction: reactants, conditions, products, and yield Reactants: BrC1=C(C=C(S1)C#N)SC1=CC(=CC=C1)Br (5-Bromo-4-(3-bromo-phenylsulfanyl)-thiophene-2-carbonitrile), OO (H2O2). The solvent is CC(=O)O (AcOH). Run at temperature 50 celsius. Product: BrC1=C(C=C(S1)C#N)S(=O)C1=CC(=CC=C1)Br (5-Bromo-4-(3-bromo-benzenesulfinyl)-thiophene-2-carbonitrile). RXN SMILES: [Br:1][C:2]1[S:6][C:5]([C:7]#[N:8])=[CH:4][C:3]=1[S:9][C:10]1[CH:15]=[CH:14][CH:13]=[C:12]([Br:16])[CH:11]=1.[OH:17]O>CC(O)=O>[Br:1][C:2]1[S:6][C:5]([C:7]#[N:8])=[CH:4][C:3]=1[S:9]([C:10]1[CH:15]=[CH:14][CH:13]=[C:12]([Br:16])[CH:11]=1)=[O:17]. Reported procedure: To a solution of 5-Bromo-4-(3-bromo-phenylsulfanyl)-thiophene-2-carbonitrile (Example 25: step g; 292 mg, 0.78 mmol) in AcOH (3 mL), 30% H2O2 (85 μL, 0.94 mmol) was added slowly and warmed to 50° C. for 2 hours. The reaction was concentrated and then dissolved in EtOAc and washed with water. The organic layer was dried (MgSO4) and concentrated. The compound was used without further purification. 1H-NMR (CDCl3): δ 7.87-7.85 (1H, m), 7.64 (2H, t, J=10.1, Hz), 7.57 (1H, s), 7.41 (1H, t, 7.91 Hz). Starting materials: BrCC(C(=O)OCC)=O (ethyl 3-bromo-2-oxopropanoate), BrC=1C=CC2=C(N(N=N2)CC2=CC=C(N=N2)N)C1 (6-(6-Bromo-benzotriazol-1-ylmethyl)-pyridazin-3-ylamine), BrCC(C(=O)OCC)=O (ethyl 3-bromo-2-oxopropanoate), C(=O)(O)[O-].[Na+] (NaHCO3), CC1=CC=C(C=C1)S(=O)(=O)O (4-Methylbenzenesulfonic acid). Solvent: O1CCOCC1 (dioxane). Conditions: temperature 60 celsius. Yields the product BrC=1C=CC2=C(N(N=N2)CC=2C=CC=3N(N2)C=C(N3)C(=O)OCC)C1 (ethyl 6-((6-bromo-1H-benzo[d][1,2,3]triazol-1-yl)methyl)imidazo[1,2-b]pyridazine-2-carboxylate). Isolated yield 73.7%. Reaction SMILES: [Br:1][C:2]1[CH:3]=[CH:4][C:5]2[N:9]=[N:8][N:7]([CH2:10][C:11]3[N:16]=[N:15][C:14]([NH2:17])=[CH:13][CH:12]=3)[C:6]=2[CH:18]=1.Br[CH2:20][C:21](=O)[C:22]([O:24][CH2:25][CH3:26])=[O:23].C([O-])(O)=O.[Na+].CC1C=CC(S(O)(=O)=O)=CC=1>O1CCOCC1>[Br:1][C:2]1[CH:3]=[CH:4][C:5]2[N:9]=[N:8][N:7]([CH2:10][C:11]3[CH:12]=[CH:13][C:14]4[N:15]([CH:20]=[C:21]([C:22]([O:24][CH2:25][CH3:26])=[O:23])[N:17]=4)[N:16]=3)[C:6]=2[CH:18]=1 |f:2.3|. Reported procedure: A mixture of 6-((6-bromo-1H-benzo[d][1,2,3]triazol-1-yl)methyl)pyridazin-3-amine 10G (4.8 g, 15.73 mmol), ethyl 3-bromo-2-oxopropanoate (4.60 g, 23.60 mmol) and NaHCO3 (4.0 g) in dioxane was heated at 60° C. for 1 hr. Additional ethyl 3-bromo-2-oxopropanoate (1.5 g, 7.87 mmol, 0.5 eq) was added and stirred at 60° C. for an additional hour. The reaction mixture was filtered and rinsed with dioxane. 4-Methylbenzenesulfonic acid (2.71 g, 15.73 mmol) was added to the filtrate, and the reaction was h... Starting materials: O=c1c(C2=NS(=O)(=O)c3cc(OCc4nccn4Cc4ccccc4)ccc3N2)c(O)c2ccccc2n1NCC1CC1, CN(C)C=O, [Pd]. Yields the product O=c1c(C2=NS(=O)(=O)c3cc(OCc4ncc[nH]4)ccc3N2)c(O)c2ccccc2n1NCC1CC1. As a reaction SMILES: [CH2:1]([c:2]1[cH:3][cH:4][cH:5][cH:6][cH:7]1)[n:8]1[c:9]([CH2:13][O:14][c:15]2[cH:16][c:17]3[c:18]([cH:42][cH:43]2)[NH:19][C:20]([c:25]2[c:26](=[O:41])[n:27]([NH:36][CH2:37][CH:38]4[CH2:39][CH2:40]4)[c:28]4[cH:29][cH:30][cH:31][cH:32][c:33]4[c:34]2[OH:35])=[N:21][S:22]3(=[O:23])=[O:24])[n:10][cH:11][cH:12]1.[CH3:44][N:45]([CH3:46])[CH:47]=[O:48].[Pd:49]>>[n:8]1[c:9]([CH2:13][O:14][c:15]2[cH:16][c:17]3[c:18]([cH:42][cH:43]2)[NH:19][C:20]([c:25]2[c:26](=[O:41])[n:27]([NH:36][CH2:37][CH:38]4[CH2:39][CH2:40]4)[c:28]4[cH:29][cH:30][cH:31][cH:32][c:33]4[c:34]2[OH:35])=[N:21][S:22]3(=[O:23])=[O:24])[nH:10][cH:11][cH:12]1. The reactants are NC=1C(=C(C(=O)O)C=CC1C)[N+](=O)[O-] (3-Amino-4-methyl-2-nitrobenzoic Acid), C(=O)O (formic acid). The reagents and catalysts are [Pd] (Pd/C). The product is CC1=CC=C(C2=C1NC=N2)C(=O)O (7-Methyl-1H-benzimidazole-4-carboxylic Acid). Reaction SMILES: [NH2:1][C:2]1[C:3]([N+:12]([O-])=O)=[C:4]([CH:8]=[CH:9][C:10]=1[CH3:11])[C:5]([OH:7])=[O:6].[CH:15](O)=O>[Pd]>[CH3:11][C:10]1[C:2]2[NH:1][CH:15]=[N:12][C:3]=2[C:4]([C:5]([OH:7])=[O:6])=[CH:8][CH:9]=1. Procedure details: A mixture of 3-amino-4-methyl-2-nitrobenzoic acid (16) (6.883 g, 35.10 mmol), 10% Pd/C [0.3 g, 10% dry Pd/C] and 75% aqueous formic acid (60 mL) is heated to reflux for about 15 hours. The reaction mixture is then cooled to ambient temperature and filtered through a pad of Celite, and the resulting filtrate concentrated in vacuo to a beige solid. The solids are triturated in hot methanol (50 mL), cooled slowly to ambient temperature, and filtered to give 7-Methyl-1H-benzimidazole-4-carboxylic Ac... The reactants are ClC1=CC(=CC=C1)C(=O)OO (m-chloroperbenzoic acid), FC=1C(=C(C2=C(C(C=C(O2)C2=CC(=C(C=C2)NC(C(C)(C)C)=O)F)=O)C1NC(C(C)(C)C)=O)F)SC (6,8-difluoro-2-(3-fluoro-4-pivaloylaminophenyl)-7-methylthio-5-pivaloyiamino-4H-1-benzopyran-4-one), S(=O)(O)[O-].[Na+] (sodium hydrogensulfite). The solvent is ClCCl (dichloromethane). Product: FC=1C(=C(C2=C(C(C=C(O2)C2=CC(=C(C=C2)NC(C(C)(C)C)=O)F)=O)C1NC(C(C)(C)C)=O)F)S(=O)C (6,8-difluoro-2-(3-fluoro-4-pivaloylaminophenyl)-7-methylsulfinyl-5-pivaloylamino-4H-1-benzopyran-4-one). Yield: 95.6%. As a reaction SMILES: [F:1][C:2]1[C:3]([S:35][CH3:36])=[C:4]([F:34])[C:5]2[O:10][C:9]([C:11]3[CH:16]=[CH:15][C:14]([NH:17][C:18](=[O:23])[C:19]([CH3:22])([CH3:21])[CH3:20])=[C:13]([F:24])[CH:12]=3)=[CH:8][C:7](=[O:25])[C:6]=2[C:26]=1[NH:27][C:28](=[O:33])[C:29]([CH3:32])([CH3:31])[CH3:30].ClC1C=CC=C(C(OO)=[O:45])C=1.S([O-])(O)=O.[Na+]>ClCCl>[F:1][C:2]1[C:3]([S:35]([CH3:36])=[O:45])=[C:4]([F:34])[C:5]2[O:10][C:9]([C:11]3[CH:16]=[CH:15][C:14]([NH:17][C:18](=[O:23])[C:19]([CH3:22])([CH3:21])[CH3:20])=[C:13]([F:24])[CH:12]=3)=[CH:8][C:7](=[O:25])[C:6]=2[C:26]=1[NH:27][C:28](=[O:33])[C:29]([CH3:30])([CH3:32])[CH3:31] |f:2.3|. Reported procedure: 204 mg (0.392mmol) of 6,8-difluoro-2-(3-fluoro-4-pivaloylaminophenyl)-7-methylthio-5-pivaloyiamino-4H-1-benzopyran-4-one obtained in Example 85 (2) was dissolved in 5 mL of dichloromethane, 86 mg (0.39 mmol) of m-chloroperbenzoic acid was added under ice-cooling and the mixture was stirred at the same temperature for2 hours. An aqueous solution of sodium hydrogensulfite was added to the reaction solution and the mixture was extracted once with chloroform. The organic layer was washed once with a... Reactants: C1=CC(=CC=C1Cl)Cl (p-dichlorobenzene), ice, [Al+3].[Cl-].[Cl-].[Cl-] (AlCl3), C(C)(=O)Cl (acetyl chloride). Run in O (water). Reaction conditions: temperature 110 celsius, time 7 hour. Yields the product CC(=O)C1=C(C=CC(=C1)Cl)Cl (2,5-dichloroacetophenone). RXN SMILES: [CH:1]1[C:6]([Cl:7])=[CH:5][CH:4]=[C:3]([Cl:8])[CH:2]=1.[Al+3].[Cl-].[Cl-].[Cl-].[C:13](Cl)(=[O:15])[CH3:14]>O>[CH3:14][C:13]([C:4]1[CH:5]=[C:6]([Cl:7])[CH:1]=[CH:2][C:3]=1[Cl:8])=[O:15] |f:1.2.3.4|. Procedure: 147 g (1.0 mol) of p-dichlorobenzene are completely melted at 60° C. in an apparatus having an attached dropping funnel, stirrer and reflux condenser. 120 g (0.9 mol) of anhydrous AlCl3 are added to the melt. 39.3 g (0.5 mol) of acetyl chloride are then added dropwise to the readily stirrable suspension at 60° C. in the course of about 1 hour, a clear solution slowly resulting. After heating to 110° C., the mixture is stirred at this temperature for 7 hours. After cooling to room temperature, th... Reactants: CC1(c2ccccc2Cl)CCN(Cc2ccccc2)CC1, CC(Cl)OC(=O)Cl, ClCCCl. Yields the product CC1(c2ccccc2Cl)CCNCC1. As a reaction SMILES: [CH2:1]([c:2]1[cH:3][cH:4][cH:5][cH:6][cH:7]1)[N:8]1[CH2:9][CH2:10][C:11]([CH3:14])([c:15]2[c:16]([Cl:21])[cH:17][cH:18][cH:19][cH:20]2)[CH2:12][CH2:13]1.[Cl:22][C:23]([O:24][CH:25]([Cl:26])[CH3:27])=[O:28].[Cl:29][CH2:30][CH2:31][Cl:32]>>[NH:8]1[CH2:9][CH2:10][C:11]([CH3:14])([c:15]2[c:16]([Cl:21])[cH:17][cH:18][cH:19][cH:20]2)[CH2:12][CH2:13]1. Reactants: C1(=CC=CC=C1)N=C=O (phenyl isocyanate), ClC1=C(C=CC(=C1)Cl)C=1N=CN(C1C1=CC=C(C=C1)Cl)C (4-(2,4-dichlorophenyl)-5-(4-chlorophenyl)-1-methylimidazole). The product is C1(=CC=CC=C1)NC(=O)C=1N(C(=C(N1)C1=C(C=C(C=C1)Cl)Cl)C1=CC=C(C=C1)Cl)C (N-(Phenyl)-4-(2,4-dichlorophenyl)-5-(4-chlorophenyl)-1-methylimidazole-2-carboxamide). RXN SMILES: [C:1]1([N:7]=[C:8]=[O:9])[CH:6]=[CH:5][CH:4]=[CH:3][CH:2]=1.[Cl:10][C:11]1[CH:16]=[C:15]([Cl:17])[CH:14]=[CH:13][C:12]=1[C:18]1[N:19]=[CH:20][N:21]([CH3:30])[C:22]=1[C:23]1[CH:28]=[CH:27][C:26]([Cl:29])=[CH:25][CH:24]=1>>[C:1]1([NH:7][C:8]([C:20]2[N:21]([CH3:30])[C:22]([C:23]3[CH:28]=[CH:27][C:26]([Cl:29])=[CH:25][CH:24]=3)=[C:18]([C:12]3[CH:13]=[CH:14][C:15]([Cl:17])=[CH:16][C:11]=3[Cl:10])[N:19]=2)=[O:9])[CH:6]=[CH:5][CH:4]=[CH:3][CH:2]=1. Procedure: Using essentially the same procedure as Example 36, Method A, but using phenyl isocyanate (0.023 mL, 0.21 mmol), 4-(2,4-dichlorophenyl)-5-(4-chlorophenyl)-1-methylimidazole (35 mg, 0.10 mmol) was converted to the title compound after purification by Prep TLC (25% ethyl acetate in hexanes). HPLC/MS: 456 (M+1), 458 (M+3); Rt=4.75 min. Starting materials: O1C(=CC=C1)C1=NC(=NC(=C1I)S(=O)C)N (4-furan-2-yl-5-iodo-6-methanesulfinyl-pyrimidin-2-yl-amine), C1(CCCCC1)O (cyclohexanol), C1CCC2=NCCCN2CC1 (DBU). Solvent: C1CCOC1 (THF). Product: C1(CCCCC1)OC1=NC(=NC(=C1I)C=1OC=CC1)N (4-Cyclohexyloxy-6-furan-2-yl-5-iodo-pyrimidin-2-yl-amine). RXN SMILES: [O:1]1[CH:5]=[CH:4][CH:3]=[C:2]1[C:6]1[C:11]([I:12])=[C:10](S(C)=O)[N:9]=[C:8]([NH2:16])[N:7]=1.[CH:17]1([OH:23])[CH2:22][CH2:21][CH2:20][CH2:19][CH2:18]1.C1CCN2C(=NCCC2)CC1>C1COCC1>[CH:17]1([O:23][C:10]2[C:11]([I:12])=[C:6]([C:2]3[O:1][CH:5]=[CH:4][CH:3]=3)[N:7]=[C:8]([NH2:16])[N:9]=2)[CH2:22][CH2:21][CH2:20][CH2:19][CH2:18]1. Reported procedure: From 4-furan-2-yl-5-iodo-6-methanesulfinyl-pyrimidin-2-yl-amine, cyclohexanol and DBU in THF. ES-MS m/e (%): 386 (M+H+, 100).